This data is from the Open Reaction Database (ORD), a public repository of structured organic reaction records. The task is: describe an organic reaction: reactants, conditions, products, and yield The product is [Si](C)(C)(C(C)(C)C)OCC1(CC=2N(CCS1)C(=NN2)C2(CC2)C2=CC=C(C=C2)C=2C(=NC=CC2)C)C (8-({[Tert-butyl(dimethyl)silyl]oxy}methyl)-8-methyl-3-{1-[4-(2-methylpyridin-3-yl)phenyl]cyclopropyl}-5,6,8,9-tetrahydro[1,2,4]triazolo[4,3-d][1,4]thiazepine). The yield is 74.5%. Procedure: A solution of the compound (555 mg, 1.0 mmol) obtained in Example 16-5), 3-bromo-2-methylpyridine (344 mg, 2 mmol), tetrakis(triphenylphosphine)palladium(0) (231 mg, 0.2 mmol), and potassium carbonate (276 mg, 2 mmol) in dimethoxyethane (4 mL) and water (1 mL) was stirred at 100° C. for 30 min under microwave irradiation. The reaction mixture was cooled to room temperature and purified by silica gel chromatography (Isco Combiflash, 40 g, methanol:ethyl acetate=0:100 to 20:80, gradient) to obtain... RXN SMILES: [Si:1]([O:8][CH2:9][C:10]1([CH3:38])[S:16][CH2:15][CH2:14][N:13]2[C:17]([C:20]3([C:23]4[CH:28]=[CH:27][C:26](B5OC(C)(C)C(C)(C)O5)=[CH:25][CH:24]=4)[CH2:22][CH2:21]3)=[N:18][N:19]=[C:12]2[CH2:11]1)([C:4]([CH3:7])([CH3:6])[CH3:5])([CH3:3])[CH3:2].Br[C:40]1[C:41]([CH3:46])=[N:42][CH:43]=[CH:44][CH:45]=1.C(=O)([O-])[O-].[K+].[K+]>C(COC)OC.O.C1C=CC([P]([Pd]([P](C2C=CC=CC=2)(C2C=CC=CC=2)C2C=CC=CC=2)([P](C2C=CC=CC=2)(C2C=CC=CC=2)C2C=CC=CC=2)[P](C2C=CC=CC=2)(C2C=CC=CC=2)C2C=CC=CC=2)(C2C=CC=CC=2)C2C=CC=CC=2)=CC=1>[Si:1]([O:8][CH2:9][C:10]1([CH3:38])[S:16][CH2:15][CH2:14][N:13]2[C:17]([C:20]3([C:23]4[CH:28]=[CH:27][C:26]([C:40]5[C:41]([CH3:46])=[N:42][CH:43]=[CH:44][CH:45]=5)=[CH:25][CH:24]=4)[CH2:22][CH2:21]3)=[N:18][N:19]=[C:12]2[CH2:11]1)([C:4]([CH3:5])([CH3:6])[CH3:7])([CH3:2])[CH3:3] |f:2.3.4,^1:63,65,84,103|. The reactants are [Si](C)(C)(C(C)(C)C)OCC1(CC=2N(CCS1)C(=NN2)C2(CC2)C2=CC=C(C=C2)B2OC(C(O2)(C)C)(C)C)C (8-({[Tert-butyl(dimethyl)silyl]oxy}methyl)-8-methyl-3-{1-[4-(4,4,5,5-tetramethyl-1,3,2-dioxaborolan-2-yl)phenyl]cyclopropyl}-5,6,8,9-tetrahydro[1,2,4]triazolo[4,3-d][1,4]thiazepine), BrC=1C(=NC=CC1)C (3-bromo-2-methylpyridine), C([O-])([O-])=O.[K+].[K+] (potassium carbonate). Run in C(OC)COC (dimethoxyethane), O (water). Reagents/catalysts: C=1C=CC(=CC1)[P](C=2C=CC=CC2)(C=3C=CC=CC3)[Pd]([P](C=4C=CC=CC4)(C=5C=CC=CC5)C=6C=CC=CC6)([P](C=7C=CC=CC7)(C=8C=CC=CC8)C=9C=CC=CC9)[P](C=1C=CC=CC1)(C=1C=CC=CC1)C=1C=CC=CC1 (tetrakis(triphenylphosphine)palladium(0)).